This data is from the Open Reaction Database (ORD), a public repository of structured organic reaction records. The task is: describe an organic reaction: reactants, conditions, products, and yield The reactants are COC(=O)C(CC1CCN(C(=O)OC(C)(C)C)CC1)CC1CCN(C(=O)OC(C)(C)C)CC1, CO, Cl, [Na+], [OH-]. Yields the product CC(C)(C)OC(=O)N1CCC(CC(CC2CCN(C(=O)OC(C)(C)C)CC2)C(=O)O)CC1. As a reaction SMILES: [C:3]([CH3:4])([CH3:5])([CH3:6])[O:7][C:8](=[O:9])[N:10]1[CH2:11][CH2:12][CH:13]([CH2:16][CH:17]([C:18](=[O:19])[O:20][CH3:21])[CH2:22][CH:23]2[CH2:24][CH2:25][N:26]([C:29](=[O:30])[O:31][C:32]([CH3:33])([CH3:34])[CH3:35])[CH2:27][CH2:28]2)[CH2:14][CH2:15]1.[CH3:37][OH:38].[ClH:36].[Na+:2].[OH-:1]>>[C:3]([CH3:4])([CH3:5])([CH3:6])[O:7][C:8](=[O:9])[N:10]1[CH2:11][CH2:12][CH:13]([CH2:16][CH:17]([C:18](=[O:19])[OH:20])[CH2:22][CH:23]2[CH2:24][CH2:25][N:26]([C:29](=[O:30])[O:31][C:32]([CH3:33])([CH3:34])[CH3:35])[CH2:27][CH2:28]2)[CH2:14][CH2:15]1.